This data is from the Open Reaction Database (ORD), a public repository of structured organic reaction records. The task is: describe an organic reaction: reactants, conditions, products, and yield Starting materials: Cc1cc(-c2cccnc2Oc2ccc(N)cc2)ccn1, ClC(Cl)Cl, S=C(Cl)Cl, [Na+], [Na+], O=C([O-])[O-]. Product: Cc1cc(-c2cccnc2Oc2ccc(N=C=S)cc2)ccn1. As a reaction SMILES: [CH3:1][c:2]1[n:3][cH:4][cH:5][c:6](-[c:8]2[c:9]([O:14][c:15]3[cH:16][cH:17][c:18]([NH2:21])[cH:19][cH:20]3)[n:10][cH:11][cH:12][cH:13]2)[cH:7]1.[CH:32]([Cl:33])([Cl:34])[Cl:35].[Cl:28][C:29]([Cl:30])=[S:31].[Na+:22].[Na+:23].[O-:24][C:25](=[O:26])[O-:27]>>[CH3:1][c:2]1[n:3][cH:4][cH:5][c:6](-[c:8]2[c:9]([O:14][c:15]3[cH:16][cH:17][c:18]([N:21]=[C:29]=[S:31])[cH:19][cH:20]3)[n:10][cH:11][cH:12][cH:13]2)[cH:7]1. Reactants: C(C)(=O)N[C@H](C)C(=O)NC1=CC=C(C=C1)C1=NC=C(C(=N1)O)C(=O)O (2-[4-(N-acetyl-D-alanylamino)-phenyl]-4-hydroxy-5-pyrimidine carboxylic acid), CN(C=O)C (dimethylformamide), C(=O)(N1C=NC=C1)N1C=NC=C1 (carbonyldiimidazole). The solvent is C(C)#N (Acetonitrile). Yields the product [N-]1C=NC=C1.C(C)(=O)N[C@H](C)C(=O)NC1=CC=C(C=C1)C1=NC=C(C(=N1)O)C(=O)O (2-[4-(N-Acetyl-D-alanylamino)phenyl]-4-hydroxy-5-pyrimidine carboxylic acid imidazolide). Isolated yield 136.4%. RXN SMILES: [C:1]([NH:4][C@@H:5]([C:7]([NH:9][C:10]1[CH:15]=[CH:14][C:13]([C:16]2[N:21]=[C:20]([OH:22])[C:19]([C:23]([OH:25])=[O:24])=[CH:18][N:17]=2)=[CH:12][CH:11]=1)=[O:8])[CH3:6])(=[O:3])[CH3:2].CN(C)C=O.C(N1C=CN=C1)(N1C=CN=C1)=O>C(#N)C>[N-:21]1[CH:20]=[CH:19][N:17]=[CH:16]1.[C:1]([NH:4][C@@H:5]([C:7]([NH:9][C:10]1[CH:15]=[CH:14][C:13]([C:16]2[N:21]=[C:20]([OH:22])[C:19]([C:23]([OH:25])=[O:24])=[CH:18][N:17]=2)=[CH:12][CH:11]=1)=[O:8])[CH3:6])(=[O:3])[CH3:2] |f:4.5|. Procedure details: A solution of 11.3 g (32.8 mmol) of the above pyrimidine acid and 160 ml of dimethylformamide is stirred at room temperature and 16.0 g (98.4 mmol) of carbonyldiimidazole is added. After 4 hrs at room temperature the dimethylformamide is evaporated under high vacuum at 45° C. to give an oily residue. Acetonitrile (300 ml) is added and solution is obtained by heating on a steam bath and a solid separates almost immediately. The mixture is cooled and the solid filtered, washed with acetonitrile, a...